Dataset: the Open Reaction Database (ORD), a public repository of structured organic reaction records. Task: describe an organic reaction: reactants, conditions, products, and yield Starting materials: C(C#C)O (propargyl alcohol), N12CCCCCC2=NCCC1 (1,8-diazabicyclo[5.4.0]-undec-7-ene), BrC1=CC=C(C=C1)C(C)(C)C (1-bromo-4-tert-butylbenzene). Reagents/catalysts: C=1C=CC(=CC1)[P](C=2C=CC=CC2)(C=3C=CC=CC3)[Pd]([P](C=4C=CC=CC4)(C=5C=CC=CC5)C=6C=CC=CC6)([P](C=7C=CC=CC7)(C=8C=CC=CC8)C=9C=CC=CC9)[P](C=1C=CC=CC1)(C=1C=CC=CC1)C=1C=CC=CC1 (tetrakis(triphenylphosphine)palladium), [Cu]I (copper(I) iodide). The solvent is O1CCCC1 (tetrahydrofuran), O1CCCC1 (tetrahydrofuran), CCOCC (ether). Reaction conditions: temperature 50 celsius. The product is C(C)(C)(C)C1=CC=C(C=C1)C#CCO (3-(4-tert-butylphenyl)prop-2-yn-1-ol). RXN SMILES: Br[C:2]1[CH:7]=[CH:6][C:5]([C:8]([CH3:11])([CH3:10])[CH3:9])=[CH:4][CH:3]=1.N12CCCN=C1CCCCC2.[CH2:23]([OH:26])[C:24]#[CH:25]>O1CCCC1.CCOCC.[Cu]I.C1C=CC([P]([Pd]([P](C2C=CC=CC=2)(C2C=CC=CC=2)C2C=CC=CC=2)([P](C2C=CC=CC=2)(C2C=CC=CC=2)C2C=CC=CC=2)[P](C2C=CC=CC=2)(C2C=CC=CC=2)C2C=CC=CC=2)(C2C=CC=CC=2)C2C=CC=CC=2)=CC=1>[C:8]([C:5]1[CH:6]=[CH:7][C:2]([C:25]#[C:24][CH2:23][OH:26])=[CH:3][CH:4]=1)([CH3:11])([CH3:10])[CH3:9] |^1:42,44,63,82|. Reported procedure: To a degassed solution of 1-bromo-4-tert-butylbenzene (5 g, 23.5 mmol) in tetrahydrofuran (25 mL) was added in the following order: copper(I) iodide (134 mg, 0.704 mmol), tetrakis(triphenylphosphine)palladium (813 mg, 0.704 mmol), and 1,8-diazabicyclo[5.4.0]-undec-7-ene (4.2 mL, 28.1 mmol). The resulting mixture was degassed again and a solution of propargyl alcohol (1.64 mL, 28.2 mmol) in tetrahydrofuran (2 mL) was added over period of 10 min. The reaction mixture was slowly heated up to 50° C.... The reactants are CCOC(=O)CBr, CCCCCC(c1nccn1C(c1ccccc1)(c1ccccc1)c1ccccc1)n1cnc2cc(-c3ccccc3C#N)ccc21, O=CO, [H-], [Na+], CN(C)C=O, O. Yields the product CCCCCC(c1nccn1CC(=O)OCC)n1cnc2cc(-c3ccccc3C#N)ccc21. As a reaction SMILES: [Br:53][CH2:54][C:55](=[O:56])[O:57][CH2:58][CH3:59].[C:1](#[N:2])[c:3]1[c:4](-[c:9]2[cH:10][c:11]3[c:12]([n:13]([CH:16]([CH2:17][CH2:18][CH2:19][CH2:20][CH3:21])[c:22]4[n:23]([C:27]([c:28]5[cH:29][cH:30][cH:31][cH:32][cH:33]5)([c:34]5[cH:35][cH:36][cH:37][cH:38][cH:39]5)[c:40]5[cH:41][cH:42][cH:43][cH:44][cH:45]5)[cH:24][cH:25][n:26]4)[cH:14][n:15]3)[cH:46][cH:47]2)[cH:5][cH:6][cH:7][cH:8]1.[CH:48]([OH:49])=[O:50].[H-:51].[Na+:52].[O:60]=[CH:61][N:62]([CH3:63])[CH3:64].[OH2:65]>>[C:1](#[N:2])[c:3]1[c:4](-[c:9]2[cH:10][c:11]3[c:12]([n:13]([CH:16]([CH2:17][CH2:18][CH2:19][CH2:20][CH3:21])[c:22]4[n:23]([CH2:54][C:55](=[O:56])[O:57][CH2:58][CH3:59])[cH:24][cH:25][n:26]4)[cH:14][n:15]3)[cH:46][cH:47]2)[cH:5][cH:6][cH:7][cH:8]1. Reactants: C(C1=CC=CC=C1)(C1=CC=CC=C1)(C1=CC=CC=C1)NC=1SC=C(N1)C(C(=O)OCC)=NO (ethyl 2-(2-tritylamino-4-thiazolyl)-2-hydroxyimino-acetate), [OH-].[Na+] (sodium hydroxide). Run in O1CCOCC1 (dioxane). Conditions: temperature 50 celsius, time 1 hour. Product: C(C1=CC=CC=C1)(C1=CC=CC=C1)(C1=CC=CC=C1)NC=1SC=C(N1)C(C(=O)[O-])=NO.[Na+] (sodium 2-(2-tritylamino-4-thiazolyl)-2-hydroxyimino-acetate). Reaction SMILES: [C:1]([NH:20][C:21]1[S:22][CH:23]=[C:24]([C:26](=[N:32][OH:33])[C:27]([O:29]CC)=[O:28])[N:25]=1)([C:14]1[CH:19]=[CH:18][CH:17]=[CH:16][CH:15]=1)([C:8]1[CH:13]=[CH:12][CH:11]=[CH:10][CH:9]=1)[C:2]1[CH:7]=[CH:6][CH:5]=[CH:4][CH:3]=1.[OH-].[Na+:35]>O1CCOCC1>[C:1]([NH:20][C:21]1[S:22][CH:23]=[C:24]([C:26](=[N:32][OH:33])[C:27]([O-:29])=[O:28])[N:25]=1)([C:14]1[CH:19]=[CH:18][CH:17]=[CH:16][CH:15]=1)([C:8]1[CH:9]=[CH:10][CH:11]=[CH:12][CH:13]=1)[C:2]1[CH:7]=[CH:6][CH:5]=[CH:4][CH:3]=1.[Na+:35] |f:1.2,4.5|. Procedure details: A mixture of 11.5 g of the product of Step B in 30 ml of dioxane and 25 ml of 2N sodium hydroxide was stirred for one hour in a water bath at 50° C. and was then iced for 10 minutes and vacuum filtered. The recovered precipitate was rinsed with 50% aqueous dioxane, with a 1-1 ether-dioxane mixture and then ether and was dried to obtain 11.05 g of the syn isomer of sodium 2-(2-tritylamino-4-thiazolyl)-2-hydroxyimino-acetate. Treatment of the salt with aqueous methanol in the presence of hydrochlo...